This data is from the Open Reaction Database (ORD), a public repository of structured organic reaction records. The task is: describe an organic reaction: reactants, conditions, products, and yield Product: CC=1C(=NC=CC1SCCCSC1=NC2=C(N1)C=CC=C2)CSC2=NC1=C(N2)C=CC=C1 (2-{[[3-Methyl-4-[5-(1 H-benzimidazol-2-yl)-1,5-dithiapent-1-yl]-2-pyridinyl]methyl]thio}-1 H-benzimidazole). Reactants: ClCCCSC1=C(C(=NC=C1)CSC1=NC2=C(N1)C=CC=C2)C (2-{[[4-(3-Chloropropylthio)-3-methyl-2-pyridinyl]methyl]thio}-1 H-benzimidazole), SC1=NC2=C(N1)C=CC=C2 (2-mercapto-1 H-benzimidazole), [OH-].[Na+] (sodium hydroxide). Reported procedure: 2-{[[4-(3-Chloropropylthio)-3-methyl-2-pyridinyl]methyl]thio}-1 H-benzimidazole (1 mmol) is stirred at 60° C. for 20 h with 2-mercapto-1 H-benzimidazole (1.05 mmol) and 1N sodium hydroxide solution (3 ml) in 10 ml of ethanol and subsequently diluted with a further 10 ml of water. The mixture is allowed to cool, and the precipitated solid is filtered off, washed with ethanol/water 1/1 and dried in vacuo at 50° C. The title compound is obtained as a gray powder; m.p. 85°-87° C.; yield: 83% of theo... Reaction SMILES: Cl[CH2:2][CH2:3][CH2:4][S:5][C:6]1[CH:11]=[CH:10][N:9]=[C:8]([CH2:12][S:13][C:14]2[NH:18][C:17]3[CH:19]=[CH:20][CH:21]=[CH:22][C:16]=3[N:15]=2)[C:7]=1[CH3:23].[SH:24][C:25]1[NH:29][C:28]2[CH:30]=[CH:31][CH:32]=[CH:33][C:27]=2[N:26]=1.[OH-].[Na+]>C(O)C.O>[CH3:23][C:7]1[C:8]([CH2:12][S:13][C:14]2[NH:18][C:17]3[CH:19]=[CH:20][CH:21]=[CH:22][C:16]=3[N:15]=2)=[N:9][CH:10]=[CH:11][C:6]=1[S:5][CH2:4][CH2:3][CH2:2][S:24][C:25]1[NH:29][C:28]2[CH:30]=[CH:31][CH:32]=[CH:33][C:27]=2[N:26]=1 |f:2.3|. Run in C(C)O (ethanol), O (water). The yield is 83.0%. Starting materials: CC(C)(C)n1ncc(C(=O)O)c1Cl, ClCCl, CN(C)C=O, CCN(C(C)C)C(C)C, NC1C2CC3CC(C2)CC1C3, Cl. The product is CC(C)(C)n1ncc(C(=O)NC2C3CC4CC(C3)CC2C4)c1Cl. RXN SMILES: [C:1]([CH3:2])([CH3:3])([CH3:4])[n:5]1[n:6][cH:7][c:8]([C:11](=[O:12])[OH:13])[c:9]1[Cl:10].[CH2:35]([Cl:36])[Cl:37].[CH3:38][N:39]([CH3:40])[CH:41]=[O:42].[CH:14]([N:15]([CH:16]([CH3:17])[CH3:18])[CH2:19][CH3:20])([CH3:21])[CH3:22].[CH:24]12[CH:25]([NH2:34])[CH:26]3[CH2:27][CH:28]([CH2:29][CH:30]([CH2:31]1)[CH2:32]3)[CH2:33]2.[ClH:23]>>[C:1]([CH3:2])([CH3:3])([CH3:4])[n:5]1[n:6][cH:7][c:8]([C:11](=[O:13])[NH:34][CH:25]2[CH:24]3[CH2:31][CH:30]4[CH2:29][CH:28]([CH2:27][CH:26]2[CH2:32]4)[CH2:33]3)[c:9]1[Cl:10]. Reactants: ClC=1C=C(C=CC1Cl)[C@@H](CN)CCO (N-[2-(S)-(3,4-dichlorophenyl)-4-hydroxybutyl]amine), [OH-].[Na+] (NaOH), C(#N)C=1C(=C(C2=CC=CC=C2C1)C(=O)Cl)OC (3-cyano-2-methoxy-1-naphthoyl chloride). The solvent is C(Cl)Cl (DCM), C(Cl)Cl (DCM). Conditions: temperature 0 celsius, time 8 hour. The product is ClC=1C=C(C=CC1Cl)[C@@H](CNC(=O)C1=C(C(=CC2=CC=CC=C12)C#N)OC)CCO (N-[2-(S)-(3,4-dichlorophenyl)4-hydroxybutyl]-3-cyano-2-methoxy-1-naphthamide). Reaction SMILES: [Cl:1][C:2]1[CH:3]=[C:4]([C@H:9]([CH2:12][CH2:13][OH:14])[CH2:10][NH2:11])[CH:5]=[CH:6][C:7]=1[Cl:8].[OH-].[Na+].[C:17]([C:19]1[C:20]([O:32][CH3:33])=[C:21]([C:29](Cl)=[O:30])[C:22]2[C:27]([CH:28]=1)=[CH:26][CH:25]=[CH:24][CH:23]=2)#[N:18]>C(Cl)Cl>[Cl:1][C:2]1[CH:3]=[C:4]([C@H:9]([CH2:12][CH2:13][OH:14])[CH2:10][NH:11][C:29]([C:21]2[C:22]3[C:27](=[CH:26][CH:25]=[CH:24][CH:23]=3)[CH:28]=[C:19]([C:17]#[N:18])[C:20]=2[O:32][CH3:33])=[O:30])[CH:5]=[CH:6][C:7]=1[Cl:8] |f:1.2|. Reported procedure: A solution of N-[2-(S)-(3,4-dichlorophenyl)-4-hydroxybutyl]amine in DCM was combined with 1N NaOH solution. The mixture was cooled to 0° C. and a solution of 3-cyano-2-methoxy-1-naphthoyl chloride in DCM was added dropwise over 30 min. After stirring overnight at room temperature, the organic phase was concentrated and purified by column chromatography to afford N-[2-(S)-(3,4-dichlorophenyl)4-hydroxybutyl]-3-cyano-2-methoxy-1-naphthamide. 1H NMR (300 MHz, CDCl3) d 8.19 (s, 1H), 7.83-7.80 (d, 1H)... Reactants: NC1=C(C(=O)OCC)C=CC=C1C (2-ethyl 2-amino-3-methylbenzoate), Br (hydrogen bromide), OO (hydrogen peroxide). The product is NC1=C(C(=O)OCC)C=C(C=C1C)Br (ethyl 2-amino-5-bromo-3-methylbenzoate). Isolated yield 89.1%. As a reaction SMILES: [NH2:1][C:2]1[C:12]([CH3:13])=[CH:11][CH:10]=[CH:9][C:3]=1[C:4]([O:6][CH2:7][CH3:8])=[O:5].[BrH:14].OO>>[NH2:1][C:2]1[C:12]([CH3:13])=[CH:11][C:10]([Br:14])=[CH:9][C:3]=1[C:4]([O:6][CH2:7][CH3:8])=[O:5]. Procedure details: The above-described method (Example 1) was repeated to react 2-ethyl 2-amino-3-methylbenzoate (16.29 g, 90.0 mmol) with hydrogen bromide (15.93 g, 94.5 mmol, 48% in water) and hydrogen peroxide (11.25 g, 99.0 mmol, 30% in water) and, following working up similar to Example 1, ethyl 2-amino-5-bromo-3-methylbenzoate (20.7 g, 89.1% of theory, >99 area % LC) was obtained as a brown oil. Solvent: C(Cl)Cl (DCM), C(Cl)Cl (DCM), C(=O)(O)[O-].[Na+] (NaHCO3), petroleum ether. Reaction SMILES: [Cl:1][C:2]1[N:3]=[C:4](Cl)[C:5]2[CH2:10][N:9]([C:11]([O:13][C:14]([CH3:17])([CH3:16])[CH3:15])=[O:12])[CH2:8][C:6]=2[N:7]=1.CCN(C(C)C)C(C)C.[NH:28]1[CH2:33][CH2:32][O:31][CH2:30][CH2:29]1.CCOC(C)=O>C(Cl)Cl.C([O-])(O)=O.[Na+]>[Cl:1][C:2]1[N:3]=[C:4]([N:28]2[CH2:33][CH2:32][O:31][CH2:30][CH2:29]2)[C:5]2[CH2:10][N:9]([C:11]([O:13][C:14]([CH3:17])([CH3:16])[CH3:15])=[O:12])[CH2:8][C:6]=2[N:7]=1 |f:5.6|. Procedure details: To a solution of tert-butyl 2,4-dichloro-5H-pyrrolo[3,4-d]pyrimidine-6(7H)-carboxylate (1.00 g, 3.44 mmol) and DIPEA (0.672 mL, 3.86 mmol) at room temperature (20° C.) in DCM (7 mL) was added morpholine (0.33 mL, 3.86 mmol). After 2 h the reaction was diluted with DCM and Sat. NaHCO3. The organic layer was rinsed (brine), dried (anhydrous Na2SO4) and concentrated in vacuo. The desired product was isolated by flash chromatography (silica, 50 g, 0-50% EtOAc in petroleum ether (40-60) over 25 min) ... Isolated yield 53.8%. Reactants: ClC=1N=C(C2=C(N1)CN(C2)C(=O)OC(C)(C)C)Cl (tert-butyl 2,4-dichloro-5H-pyrrolo[3,4-d]pyrimidine-6(7H)-carboxylate), CCN(C(C)C)C(C)C (DIPEA), N1CCOCC1 (morpholine), CCOC(=O)C (EtOAc). Product: ClC=1N=C(C2=C(N1)CN(C2)C(=O)OC(C)(C)C)N2CCOCC2 (tert-butyl 2-chloro-4-morpholino-5H-pyrrolo[3,4-d]pyrimidine-6(7H)-carboxylate), solid. The reactants are CCOC(=O)CC1CCc2c1[nH]c1ccc(OCc3cnc(OC(C)C)cn3)cc21, Cl, [Li+], C1COCCO1, [OH-], O. Yields the product CC(C)Oc1cnc(COc2ccc3[nH]c4c(c3c2)CCC4CC(=O)O)cn1. Reaction SMILES: [CH:1]([CH3:2])([CH3:3])[O:4][c:5]1[n:6][cH:7][c:8]([CH2:11][O:12][c:13]2[cH:14][c:15]3[c:16]4[c:17]([nH:18][c:19]3[cH:20][cH:21]2)[CH:22]([CH2:25][C:26](=[O:27])[O:28][CH2:29][CH3:30])[CH2:23][CH2:24]4)[n:9][cH:10]1.[ClH:34].[Li+:32].[O:35]1[CH2:36][CH2:37][O:38][CH2:39][CH2:40]1.[OH-:31].[OH2:33]>>[CH:1]([CH3:2])([CH3:3])[O:4][c:5]1[n:6][cH:7][c:8]([CH2:11][O:12][c:13]2[cH:14][c:15]3[c:16]4[c:17]([nH:18][c:19]3[cH:20][cH:21]2)[CH:22]([CH2:25][C:26](=[O:27])[OH:28])[CH2:23][CH2:24]4)[n:9][cH:10]1.